Dataset: the Open Reaction Database (ORD), a public repository of structured organic reaction records. Task: describe an organic reaction: reactants, conditions, products, and yield Starting materials: [Li+].[OH-] (LiOH), COC(CN(C(=O)OC(C)(C)C)C(C)C1=CC=C(C=C1)C1=CC=CC=C1)=O ([(1-biphenyl-4-yl-ethyl)-tert-butoxycarbonyl-amino]-acetic acid methyl ester). Run in C1CCOC1.CO.O (THF MeOH H2O). Conditions: time 12 hour. Product: C1(=CC=C(C=C1)C(C)N(C(=O)OC(C)(C)C)CC(=O)O)C1=CC=CC=C1 ([(1-biphenyl-4-yl-ethyl)-tert-butoxycarbonyl-amino]-acetic acid). Yield: 99.0%. RXN SMILES: [Li+].[OH-].C[O:4][C:5](=[O:29])[CH2:6][N:7]([CH:15]([C:17]1[CH:22]=[CH:21][C:20]([C:23]2[CH:28]=[CH:27][CH:26]=[CH:25][CH:24]=2)=[CH:19][CH:18]=1)[CH3:16])[C:8]([O:10][C:11]([CH3:14])([CH3:13])[CH3:12])=[O:9]>C1COCC1.CO.O>[C:20]1([C:23]2[CH:24]=[CH:25][CH:26]=[CH:27][CH:28]=2)[CH:19]=[CH:18][C:17]([CH:15]([N:7]([CH2:6][C:5]([OH:29])=[O:4])[C:8]([O:10][C:11]([CH3:14])([CH3:13])[CH3:12])=[O:9])[CH3:16])=[CH:22][CH:21]=1 |f:0.1,3.4.5|. Procedure: LiOH (140 mg, 3.3 mmol) was added to a stirred solution of [(1-biphenyl-4-yl-ethyl)-tert-butoxycarbonyl-amino]-acetic acid methyl ester (202 mg, 0.54 mmol) in THF:MeOH:H2O (3:1:1, 10 mL), and the resulting mixture was stirred at room temperature for 12 hrs. The reaction mixture was concentrated under reduced pressure. Cold water was then added, the product was acidified with aqueous citric acid solution and then extracted with EtOAc. The organic phase was dried over Na2SO4 and concentrated under... Starting materials: Cl.CC1(C=2C=CC(=CC2CCC1)C=1N=C(SC1)N1CCC(CC1)N)C (1-[4-(5,5-dimethyl-5,6,7,8-tetrahydronaphthalen-2-yl)thiazol-2-yl]piperidin-4-ylamine hydrochloride), C(=O)[O-] (formate), C(C)(=O)OCCCCBr (4-bromobutyl acetate), [OH-].[Na+] (NaOH). Solvent: CO (methanol). The product is CC1(C=2C=CC(=CC2CCC1)C=1N=C(SC1)N1CCC(CC1)NCCCCO)C (4-{1-[4-(5,5-dimethyl-5,6,7,8-tetrahydronaphthalen-2-yl)thiazol-2-yl]piperidin-4-ylamino}butan-1-ol). RXN SMILES: Cl.[CH3:2][C:3]1([CH3:25])[CH2:12][CH2:11][CH2:10][C:9]2[CH:8]=[C:7]([C:13]3[N:14]=[C:15]([N:18]4[CH2:23][CH2:22][CH:21]([NH2:24])[CH2:20][CH2:19]4)[S:16][CH:17]=3)[CH:6]=[CH:5][C:4]1=2.C([O:29][CH2:30][CH2:31][CH2:32][CH2:33]Br)(=O)C.[OH-].[Na+].C([O-])=O>CO>[CH3:2][C:3]1([CH3:25])[CH2:12][CH2:11][CH2:10][C:9]2[CH:8]=[C:7]([C:13]3[N:14]=[C:15]([N:18]4[CH2:23][CH2:22][CH:21]([NH:24][CH2:33][CH2:32][CH2:31][CH2:30][OH:29])[CH2:20][CH2:19]4)[S:16][CH:17]=3)[CH:6]=[CH:5][C:4]1=2 |f:0.1,3.4|. Procedure: The preparation is carried out as described starting from 60 mg (0.16 mmol) of 1-[4-(5,5-dimethyl-5,6,7,8-tetrahydronaphthalen-2-yl)thiazol-2-yl]piperidin-4-ylamine hydrochloride and 22 μl (0.16 mmol) of 4-bromobutyl acetate. The protecting group is cleaved off by means of a 2N NaOH solution in methanol. The product is in the form of the formate. The reactants are CCOC(=O)CN(C)C(=O)CN(C)C(=O)OC(C)(C)C, CO, [Na+], [OH-]. Product: CN(CC(=O)O)C(=O)CN(C)C(=O)OC(C)(C)C. RXN SMILES: [CH2:1]([CH3:2])[O:3][C:4]([CH2:5][N:6]([CH3:7])[C:8]([CH2:9][N:10]([CH3:11])[C:12](=[O:13])[O:14][C:15]([CH3:16])([CH3:17])[CH3:18])=[O:19])=[O:20].[CH3:23][OH:24].[Na+:22].[OH-:21]>>[O:3]=[C:4]([CH2:5][N:6]([CH3:7])[C:8]([CH2:9][N:10]([CH3:11])[C:12](=[O:13])[O:14][C:15]([CH3:16])([CH3:17])[CH3:18])=[O:19])[OH:20].